From a dataset of the Open Reaction Database (ORD), a public repository of structured organic reaction records. describe an organic reaction: reactants, conditions, products, and yield Reactants: C(C1=CC=CC=C1)[C@H]1CC(N1)=O (4(S)-benzylazetidin-2-one), CCN(C(C)C)C(C)C (DIEA), [Si](C)(C)(C(C)(C)C)Cl (tert-butyldimethylsilyl chloride). Solvent: C(Cl)Cl (CH2Cl2). Reaction conditions: time 16 hour. The product is C(C1=CC=CC=C1)[C@H]1CC(N1[Si](C)(C)C(C)(C)C)=O (4(S)-benzyl-1-(tert-butyldimethylsilyl)azetidin-2-one). The yield is 94.7%. RXN SMILES: [CH2:1]([C@@H:8]1[NH:11][C:10](=[O:12])[CH2:9]1)[C:2]1[CH:7]=[CH:6][CH:5]=[CH:4][CH:3]=1.CCN(C(C)C)C(C)C.[Si:22](Cl)([C:25]([CH3:28])([CH3:27])[CH3:26])([CH3:24])[CH3:23]>C(Cl)Cl>[CH2:1]([C@@H:8]1[N:11]([Si:22]([C:25]([CH3:28])([CH3:27])[CH3:26])([CH3:24])[CH3:23])[C:10](=[O:12])[CH2:9]1)[C:2]1[CH:7]=[CH:6][CH:5]=[CH:4][CH:3]=1. Procedure: To a solution of 4(S)-benzylazetidin-2-one (400 mg, 2.48 mmol) in CH2Cl2 (8 mL) was added DIEA (648 μL, 3.72 mmol), followed by tert-butyldimethylsilyl chloride (411 mg, 2.73 mmol). The reaction mixture was stirred for 16 h at room temperature. The CH2Cl2 was evaporated and the residue was purified by flash chromatography (SiO2, 12% EtOAc in hexane) to give 4(S)-benzyl-1-(tert-butyldimethylsilyl)azetidin-2-one (647 mg, 95% yield) as a white solid. 1H-NMR (400 MHz, CDCl3) δ7.34-7.15 (m, 5H), 3.77...